This data is from the Open Reaction Database (ORD), a public repository of structured organic reaction records. The task is: describe an organic reaction: reactants, conditions, products, and yield As a reaction SMILES: [C:1]([CH3:2])(=[O:3])[NH:4][CH2:5][CH2:6][c:7]1[cH:8][cH:9][c:10]([S:13](=[O:14])(=[O:15])[Cl:16])[cH:11][cH:12]1.[CH3:26][N:27]([CH3:28])[c:29]1[cH:30][cH:31][n:32][cH:33][cH:34]1.[CH:17]([CH3:18])([CH3:19])[c:20]1[n:21][n:22][c:23]([NH2:25])[s:24]1.[cH:35]1[cH:36][cH:37][n:38][cH:39][cH:40]1>>[C:1]([CH3:2])(=[O:3])[NH:4][CH2:5][CH2:6][c:7]1[cH:8][cH:9][c:10]([S:13](=[O:14])(=[O:15])[NH:25][c:23]2[n:22][n:21][c:20]([CH:17]([CH3:18])[CH3:19])[s:24]2)[cH:11][cH:12]1. Reactants: CC(=O)NCCc1ccc(S(=O)(=O)Cl)cc1, CN(C)c1ccncc1, CC(C)c1nnc(N)s1, c1ccncc1. Yields the product CC(=O)NCCc1ccc(S(=O)(=O)Nc2nnc(C(C)C)s2)cc1. The reactants are ClC=1C=C2C=C(N(C2=CC1)CC1=CC=CC=C1)C (5-chloro-2-methyl-1-benzylindole), C(C)(=O)N1C(NCC1)=O (1-acetyl-imidazolidin-2-one). Run in P(=O)(Cl)(Cl)Cl (phosphorous oxychloride). Product: Cl.N1C(=NCC1)C1=C(N(C2=CC=C(C=C12)Cl)CC1=CC=CC=C1)C (3-(4,5-dihydro-1H-imidazol-2-yl)-5-chloro-2-methyl-1-benzyl-1H-indole Hydrochloride). Isolated yield 36.1%. As a reaction SMILES: [Cl:1][C:2]1[CH:3]=[C:4]2[C:8](=[CH:9][CH:10]=1)[N:7]([CH2:11][C:12]1[CH:17]=[CH:16][CH:15]=[CH:14][CH:13]=1)[C:6]([CH3:18])=[CH:5]2.C([N:22]1[CH2:26][CH2:25][NH:24][C:23]1=O)(=O)C>P(Cl)(Cl)(Cl)=O>[ClH:1].[NH:24]1[CH2:25][CH2:26][N:22]=[C:23]1[C:5]1[C:4]2[C:8](=[CH:9][CH:10]=[C:2]([Cl:1])[CH:3]=2)[N:7]([CH2:11][C:12]2[CH:13]=[CH:14][CH:15]=[CH:16][CH:17]=2)[C:6]=1[CH3:18] |f:3.4|. Procedure: 2.56 g (10 mmol) 5-chloro-2-methyl-1-benzylindole was treated with 1.28 g (10 mmol) 1-acetyl-imidazolidin-2-one and 10 ml phosphorous oxychloride as described in Example 89, Step 1 to give 0.65 g (18%) 3-(4,5-dihydro-1H-imidazol-2-yl)-5-chloro-2-methyl-1-benzyl-1H-indole Hydrochloride, mp: 273-275°, MS (Ei 70 eV) m/Z M+323. The reactants are C(C=C)Br (allyl bromide), CC1=C(O)C(=CC(=C1C)O)C(CCCCCCCCCCCCC)=O (2,3-dimethyl-6-tetradecanoyl-hydroquinone), C([O-])([O-])=O.[K+].[K+] (potassium carbonate), C(C)C(=O)C (methyl ethyl ketone). The solvent is O (water). Conditions: temperature 30 celsius, time 9 hour. Product: C(C=C)OC1=C(C(=C(C=C1C(CCCCCCCCCCCCC)=O)O)C)C (4-hydroxy-2,3-dimethyl-6-tetradecanoylphenyl allyl ether). RXN SMILES: [CH2:1](Br)[CH:2]=[CH2:3].[CH3:5][C:6]1[C:12]([CH3:13])=[C:11]([OH:14])[CH:10]=[C:9]([C:15](=[O:29])[CH2:16][CH2:17][CH2:18][CH2:19][CH2:20][CH2:21][CH2:22][CH2:23][CH2:24][CH2:25][CH2:26][CH2:27][CH3:28])[C:7]=1[OH:8].C(=O)([O-])[O-].[K+].[K+].C(C(C)=O)C>O>[CH2:1]([O:8][C:7]1[C:9]([C:15](=[O:29])[CH2:16][CH2:17][CH2:18][CH2:19][CH2:20][CH2:21][CH2:22][CH2:23][CH2:24][CH2:25][CH2:26][CH2:27][CH3:28])=[CH:10][C:11]([OH:14])=[C:12]([CH3:13])[C:6]=1[CH3:5])[CH:2]=[CH2:3] |f:2.3.4|. Procedure details: 43 g of allyl bromide were dropwise added with gentle boiling within 2 h to a mixture of 105 g of the ketone of step 1, 63 g of potassium carbonate and 1200 ml of methyl ethyl ketone. After 9 h of boiling the mixture was cooled to 30° C. and 200 ml of water were added. The aqueous layer was separated. Then the organic layer was shaken once with a 25% by weight sodium chloride solution and filtered off, whereupon the solvent was distilled. The residue was stirred into 1 l of methanol and filtered... Starting materials: C(C1=CC=CC=C1)OC(=O)CN1C(C(CCC2=C1C=CC=C2)NC(CCC2=CC=CC=C2)C(=O)OCC)=O (1-benzyloxycarbonylmethyl-3-(1-ethoxycarbonyl-3-phenylpropylamino)-2,3,4,5-tetrahydro-1H-[1]benzazepin-2-one), [H][H] (hydrogen). Reagents/catalysts: [Pd] (palladium on charcoal). Solvent: C(C)O (ethanol). The product is C(=O)(O)CN1C(C(CCC2=C1C=CC=C2)NC(CCC2=CC=CC=C2)C(=O)OCC)=O (1-Carboxymethyl-3-(1-ethoxycarbonyl-3-phenylpropylamino)-2,3,4,5-tetrahydro-1H-[1]benzazepin-2-one). Reaction SMILES: C([O:8][C:9]([CH2:11][N:12]1[C:18]2[CH:19]=[CH:20][CH:21]=[CH:22][C:17]=2[CH2:16][CH2:15][CH:14]([NH:23][CH:24]([C:33]([O:35][CH2:36][CH3:37])=[O:34])[CH2:25][CH2:26][C:27]2[CH:32]=[CH:31][CH:30]=[CH:29][CH:28]=2)[C:13]1=[O:38])=[O:10])C1C=CC=CC=1.[H][H]>C(O)C.[Pd]>[C:9]([CH2:11][N:12]1[C:18]2[CH:19]=[CH:20][CH:21]=[CH:22][C:17]=2[CH2:16][CH2:15][CH:14]([NH:23][CH:24]([C:33]([O:35][CH2:36][CH3:37])=[O:34])[CH2:25][CH2:26][C:27]2[CH:28]=[CH:29][CH:30]=[CH:31][CH:32]=2)[C:13]1=[O:38])([OH:10])=[O:8]. Reported procedure: A solution of 1-benzyloxycarbonylmethyl-3-(1-ethoxycarbonyl-3-phenylpropylamino)-2,3,4,5-tetrahydro-1H-[1]benzazepin-2-one (isomer B of example 3, 0.9 g) in ethanol (150 ml) was hydrogenated at room temperature and atmospheric pressure, using 10% palladium on charcoal (0.5 g) as catalyst. After uptake of hydrogen had ceased, the catalyst was filtered off, and the solvent removed under reduced pressure to give a solid. This material was triturated with ether (8 ml) to give the title compound melt... Starting materials: NC1=C(C=C(C=C1)C1=NN=C(O1)NC1=CC(=CC=C1)Cl)[N+](=O)[O-] ([5-(4-amino-3-nitrophenyl)-[1,3,4]oxadiazol-2-yl]-(3-chlorophenyl)-amine). Reagents/catalysts: O=[Pt]=O (PtO2). Run in CO (MeOH). Conditions: time 4 hour. Product: ClC=1C=C(C=CC1)NC1=NN=C(O1)C=1C=C(C(=CC1)N)N (4-[5-(3-Chlorophenylamino)-[1,3,4]oxadiazol-2-yl]-benzene-1,2-diamine). As a reaction SMILES: [NH2:1][C:2]1[CH:7]=[CH:6][C:5]([C:8]2[O:12][C:11]([NH:13][C:14]3[CH:19]=[CH:18][CH:17]=[C:16]([Cl:20])[CH:15]=3)=[N:10][N:9]=2)=[CH:4][C:3]=1[N+:21]([O-])=O>CO.O=[Pt]=O>[Cl:20][C:16]1[CH:15]=[C:14]([NH:13][C:11]2[O:12][C:8]([C:5]3[CH:4]=[C:3]([NH2:21])[C:2]([NH2:1])=[CH:7][CH:6]=3)=[N:9][N:10]=2)[CH:19]=[CH:18][CH:17]=1. Reported procedure: A suspension of [5-(4-amino-3-nitrophenyl)-[1,3,4]oxadiazol-2-yl]-(3-chlorophenyl)-amine (245 mg, 0.74 mmol) and PtO2 (50 mg) in MeOH (30 mL) was hydrogenated at one atm for 4 h. The catalyst was filtered over Celite and the filtrate was evaporated under reduced pressure to give the title compound. This was used directly in the next reaction.